Dataset: the Open Reaction Database (ORD), a public repository of structured organic reaction records. Task: describe an organic reaction: reactants, conditions, products, and yield Solvent: C(C)O (ethanol), O (water). Procedure: A suspension of the amino-carboxylate 2 (13.3 g, 39.1 mmol) in 155 ml of ethanol was cooled to 0° C. and isoamyl nitrite (18.0 ml, 134 mmol) was added followed by dropwise addition of 15% ethanolic HCl (125 ml) during 1 hour. The resulting brown slurry was stirred at 0° C. for 2 hours more, and was then added gradually to a vigorously stirred suspension of copper powder (1.8 g) in a solution of NaH2PO2.H2O (41.4 g, 391 mmol) and conc. H2SO4 (3 drops) in 63 ml of water which was maintained at 40°... As a reaction SMILES: N[C:2]1[CH:7]=[CH:6][CH:5]=[CH:4][C:3]=1[C:8](=[CH:12][C:13]1[CH:18]=[CH:17][C:16]([Br:19])=[CH:15][CH:14]=1)[C:9]([O-:11])=[O:10].[Na+].N(OCCC(C)C)=O.Cl>C(O)C.OS(O)(=O)=O.O.[Cu]>[Br:19][C:16]1[CH:15]=[CH:14][C:13]2[CH:12]=[C:8]([C:9]([OH:11])=[O:10])[C:3]3[C:4]([C:18]=2[CH:17]=1)=[CH:5][CH:6]=[CH:7][CH:2]=3 |f:0.1|. The product is BrC=1C=CC=2C=C(C3=CC=CC=C3C2C1)C(=O)O (3-Bromophenanthrene-9-carboxylic acid). Reagents/catalysts: OS(=O)(=O)O (H2SO4), [Cu] (copper). Isolated yield 84.1%. Reactants: N(=O)OCCC(C)C (isoamyl nitrite), NC1=C(C=CC=C1)C(C(=O)[O-])=CC1=CC=C(C=C1)Br.[Na+] (Sodium α-(o-aminophenyl)-p-bromocinnamate), Cl (HCl), NaH2PO2.H2O. Conditions: temperature 0 celsius, time 2 hour. The reactants are C(C)(C)(C)C1=CC=C(C=C1)S(=O)(=O)N(C1=CC(=CC=C1)N(C)C)CC(=O)O ([(4-tert-butyl-benzenesulfonyl)-(3-dimethylamino-phenyl)-amino]-acetic acid), C(C)NCC1=NC(=CC=C1)C (ethyl-(6-methyl-pyridin-2-ylmethyl)-amine). Yields the product C(C)(C)(C)C1=CC=C(C=C1)S(=O)(=O)N(CC(=O)N(CC1=NC(=CC=C1)C)CC)C1=CC(=CC=C1)N(C)C (2-[(4-tert-Butyl-benzenesulfonyl)-(3-dimethylamino-phenyl)-amino]-N-ethyl-N-(6-methyl-pyridin-2-ylmethyl)-acetamide). Reaction SMILES: [C:1]([C:5]1[CH:10]=[CH:9][C:8]([S:11]([N:14]([CH2:24][C:25]([OH:27])=O)[C:15]2[CH:20]=[CH:19][CH:18]=[C:17]([N:21]([CH3:23])[CH3:22])[CH:16]=2)(=[O:13])=[O:12])=[CH:7][CH:6]=1)([CH3:4])([CH3:3])[CH3:2].[CH2:28]([NH:30][CH2:31][C:32]1[CH:37]=[CH:36][CH:35]=[C:34]([CH3:38])[N:33]=1)[CH3:29]>>[C:1]([C:5]1[CH:10]=[CH:9][C:8]([S:11]([N:14]([C:15]2[CH:20]=[CH:19][CH:18]=[C:17]([N:21]([CH3:22])[CH3:23])[CH:16]=2)[CH2:24][C:25]([N:30]([CH2:28][CH3:29])[CH2:31][C:32]2[CH:37]=[CH:36][CH:35]=[C:34]([CH3:38])[N:33]=2)=[O:27])(=[O:12])=[O:13])=[CH:7][CH:6]=1)([CH3:3])([CH3:2])[CH3:4]. Procedure details: prepared by reaction of [(4-tert-butyl-benzenesulfonyl)-(3-dimethylamino-phenyl)-amino]-acetic acid with ethyl-(6-methyl-pyridin-2-ylmethyl)-amine Starting materials: Cn1c2c(ccc1=O)C(=O)CCC2, Cc1ccccc1, NCCc1ccc(Cl)cc1Cl, Cc1ccc(S(=O)(=O)O)cc1. Yields the product Cn1c2c(ccc1=O)C(NCCc1ccc(Cl)cc1Cl)CCC2. Reaction SMILES: [CH3:12][n:13]1[c:14](=[O:24])[cH:15][cH:16][c:17]2[c:22]1[CH2:21][CH2:20][CH2:19][C:18]2=[O:23].[CH3:36][c:37]1[cH:38][cH:39][cH:40][cH:41][cH:42]1.[Cl:1][c:2]1[c:3]([CH2:9][CH2:10][NH2:11])[cH:4][cH:5][c:6]([Cl:8])[cH:7]1.[c:25]1([CH3:26])[cH:27][cH:28][c:29]([S:30]([OH:31])(=[O:32])=[O:33])[cH:34][cH:35]1>>[Cl:1][c:2]1[c:3]([CH2:9][CH2:10][NH:11][CH:18]2[c:17]3[cH:16][cH:15][c:14](=[O:24])[n:13]([CH3:12])[c:22]3[CH2:21][CH2:20][CH2:19]2)[cH:4][cH:5][c:6]([Cl:8])[cH:7]1. Starting materials: C(C)(C)(C)N1SC(C(=C1)CCCC)=N (2-tert-butyl-4-butylisothiazol-5(2H)-imine), COC(=O)C12CCC(CC1)(CC2)C(=O)O (4-(methoxycarbonyl)bicyclo[2.2.2]octane-1-carboxylic acid). The product is C(CCC)C/1=CN(S\C1=N/C(=O)C12CCC(CC1)(CC2)C(=O)OC)C(C)(C)C (methyl 4-({[(5Z)-4-butyl-2-tert-butylisothiazol-5(2H)-ylidene]amino}carbonyl)bicyclo[2.2.2]octane-1-carboxylate). Reaction SMILES: [C:1]([N:5]1[CH:9]=[C:8]([CH2:10][CH2:11][CH2:12][CH3:13])[C:7](=[NH:14])[S:6]1)([CH3:4])([CH3:3])[CH3:2].[CH3:15][O:16][C:17]([C:19]12[CH2:26][CH2:25][C:22]([C:27](O)=[O:28])([CH2:23][CH2:24]1)[CH2:21][CH2:20]2)=[O:18]>>[CH2:10]([C:8]1=[CH:9][N:5]([C:1]([CH3:4])([CH3:3])[CH3:2])[S:6]/[C:7]/1=[N:14]\[C:27]([C:22]12[CH2:25][CH2:26][C:19]([C:17]([O:16][CH3:15])=[O:18])([CH2:20][CH2:21]1)[CH2:24][CH2:23]2)=[O:28])[CH2:11][CH2:12][CH3:13]. Reported procedure: The product from Example 92B and 4-(methoxycarbonyl)bicyclo[2.2.2]octane-1-carboxylic acid (Oakwood) were processed using the method described in Example 92C to afford the title compound. 1H NMR (DMSO-d6) δ 0.91 (t, J=7.3 Hz, 3H), 1.23-1.36 (m, 2H), 1.58 (s, 9H), 1.58-1.66 (m, 2H), 1.70-1.83 (m, 12H), 2.61-2.66 (m, 2H), 3.58 (s, 3H), 8.49 (s, 1H). (ESI+) m/z 407 (M+H)+. Anal. calcd. for C22H34N2O3S: C, 64.99; H, 8.43; N, 6.89. Found: C, 64.65; H, 8.24; N, 6.72. RXN SMILES: [CH3:34][S:35]([Cl:36])(=[O:37])=[O:38].[CH3:48][OH:49].[CH:39]([N:40]([CH2:41][CH3:42])[CH:43]([CH3:44])[CH3:45])([CH3:46])[CH3:47].[ClH:33].[F:1][c:2]1[c:3]([CH2:4][N:5]2[CH2:6][CH2:7][N:8]([C:11]([O:12][C:13]([CH3:14])([CH3:15])[CH3:16])=[O:17])[CH2:9][CH2:10]2)[cH:18][cH:19][cH:20][c:21]1[NH:22][C:23](=[O:24])[NH:25][c:26]1[cH:27][n:28][c:29]([CH3:32])[cH:30][cH:31]1>>[F:1][c:2]1[c:3]([CH2:4][N:5]2[CH2:6][CH2:7][N:8]([S:35]([CH3:34])(=[O:37])=[O:38])[CH2:9][CH2:10]2)[cH:18][cH:19][cH:20][c:21]1[NH:22][C:23](=[O:24])[NH:25][c:26]1[cH:27][n:28][c:29]([CH3:32])[cH:30][cH:31]1. Yields the product Cc1ccc(NC(=O)Nc2cccc(CN3CCN(S(C)(=O)=O)CC3)c2F)cn1. Reactants: CS(=O)(=O)Cl, CO, CCN(C(C)C)C(C)C, Cl, Cc1ccc(NC(=O)Nc2cccc(CN3CCN(C(=O)OC(C)(C)C)CC3)c2F)cn1. Starting materials: C([O-])([O-])=O.[K+].[K+] (potassium carbonate), SC=1C=C(C(=O)O)C=CC1 (3-mercaptobenzoic acid), resultant product, Cl.ClC=1C=C(CN2C[C@@H](OCC2)CNC(CCl)=O)C=CC1Cl ((2S)-N-{[4-(3,4-dichlorobenzyl)morpholin-2-yl]methyl}chloroacetamide hydrochloride), CI (Methyl iodide). Solvent: CN(C=O)C (dimethylformamide), O (Water). Reaction conditions: time 4 hour. Product: ClC=1C=C(CN2C[C@@H](OCC2)CNC(CSC2=CC(=CC=C2)C(=O)OC)=O)C=CC1Cl ((2S)-N-{[4-(3,4-dichlorobenzyl)morpholin-2-yl]methyl}-(3-methoxycarbonylphenylthio)acetamide). RXN SMILES: [SH:1][C:2]1[CH:3]=[C:4]([CH:8]=[CH:9][CH:10]=1)[C:5]([OH:7])=[O:6].Cl.[Cl:12][C:13]1[CH:14]=[C:15]([CH:29]=[CH:30][C:31]=1[Cl:32])[CH2:16][N:17]1[CH2:22][CH2:21][O:20][C@@H:19]([CH2:23][NH:24][C:25](=[O:28])[CH2:26]Cl)[CH2:18]1.[C:33](=O)([O-])[O-].[K+].[K+].CI>CN(C)C=O.O>[Cl:12][C:13]1[CH:14]=[C:15]([CH:29]=[CH:30][C:31]=1[Cl:32])[CH2:16][N:17]1[CH2:22][CH2:21][O:20][C@@H:19]([CH2:23][NH:24][C:25](=[O:28])[CH2:26][S:1][C:2]2[CH:10]=[CH:9][CH:8]=[C:4]([C:5]([O:7][CH3:33])=[O:6])[CH:3]=2)[CH2:18]1 |f:1.2,3.4.5|. Procedure details: 3-mercaptobenzoic acid (840 mg) and the resultant product (2.1 g) of (1-2) were dissolved in dimethylformamide (50 mL), potassium carbonate (2.1 g) was added, and the mixture was stirred at room temperature for 4 hrs. Methyl iodide (0.34 mL) was added, and the mixture was further stirred for 1 hr. Water was poured into the reaction mixture, and the mixture was extracted with ethyl acetate. The extract was washed with saturated brine, dried over anhydrous sodium sulfate, and the solvent was evapo...